Dataset: the Open Reaction Database (ORD), a public repository of structured organic reaction records. Task: describe an organic reaction: reactants, conditions, products, and yield The reactants are [Na+].[Cl-] (NaCl), C(C)C(C(=O)Cl)CC (2-Ethyl-butyryl chloride), [Al+3].[Cl-].[Cl-].[Cl-] (AlCl3), resultant solution, CC1=C(C(=CC=C1)C)C=1C=C2C(=CN1)NC=C2 (5-(2,6-dimethyl-phenyl)-1H-pyrrolo[2,3-c]pyridine). Run in C(Cl)Cl (DCM), C(Cl)Cl (DCM). Reaction conditions: time 18 hour. Yields the product CC1=C(C(=CC=C1)C)C=1C=C2C(=CN1)NC=C2C(C(CC)CC)=O (1-[5-(2,6-dimethyl-phenyl)-1H-pyrrolo[2,3-c]pyridin-3-yl]-2-ethyl-butan-1-one). As a reaction SMILES: [CH2:1]([CH:3]([CH2:7][CH3:8])[C:4](Cl)=[O:5])[CH3:2].[Al+3].[Cl-].[Cl-].[Cl-].[CH3:13][C:14]1[CH:19]=[CH:18][CH:17]=[C:16]([CH3:20])[C:15]=1[C:21]1[CH:22]=[C:23]2[CH:29]=[CH:28][NH:27][C:24]2=[CH:25][N:26]=1.[Na+].[Cl-]>C(Cl)Cl>[CH3:13][C:14]1[CH:19]=[CH:18][CH:17]=[C:16]([CH3:20])[C:15]=1[C:21]1[CH:22]=[C:23]2[C:29]([C:4](=[O:5])[CH:3]([CH2:7][CH3:8])[CH2:1][CH3:2])=[CH:28][NH:27][C:24]2=[CH:25][N:26]=1 |f:1.2.3.4,6.7|. Procedure details: 2-Ethyl-butyryl chloride (0.799 mL, 5.8 mmol) is added to a suspension of AlCl3 (770 mg, 5.8 mmol) in DCM (20 mL) at −10° C. The resultant solution is stirred for 15 min at the same temperature, and 5-(2,6-dimethyl-phenyl)-1H-pyrrolo[2,3-c]pyridine (0.5 g, 2.2 mmol) is added as a solution in DCM (3 mL). The mixture is stirred for 18 h at room temperature. A saturated aqueous NaCl solution (30 mL) is carefully added to the mixture, and stirring is continued for 2 h. Organic layer is separated, an... Starting materials: Brc1cccc(-c2n[nH]cc2-c2ccncc2)c1, O=C([O-])[O-], COc1ccc(CCl)cc1, CN(C)C=O, [Cs+], [Cs+]. Yields the product COc1ccc(Cn2cc(-c3ccncc3)c(-c3cccc(Br)c3)n2)cc1. As a reaction SMILES: [Br:1][c:2]1[cH:3][c:4](-[c:8]2[n:9][nH:10][cH:11][c:12]2-[c:13]2[cH:14][cH:15][n:16][cH:17][cH:18]2)[cH:5][cH:6][cH:7]1.[C:19](=[O:20])([O-:21])[O-:22].[CH3:25][O:26][c:27]1[cH:28][cH:29][c:30]([CH2:31][Cl:32])[cH:33][cH:34]1.[CH3:35][N:36]([CH3:37])[CH:38]=[O:39].[Cs+:23].[Cs+:24]>>[Br:1][c:2]1[cH:3][c:4](-[c:8]2[n:9][n:10]([CH2:31][c:30]3[cH:29][cH:28][c:27]([O:26][CH3:25])[cH:34][cH:33]3)[cH:11][c:12]2-[c:13]2[cH:14][cH:15][n:16][cH:17][cH:18]2)[cH:5][cH:6][cH:7]1.